This data is from the Open Reaction Database (ORD), a public repository of structured organic reaction records. The task is: describe an organic reaction: reactants, conditions, products, and yield The reactants are C([O-])([O-])=O.[K+].[K+] (potassium carbonate), C(C1=CC=CC=C1)OC(=O)C1=CC=C(OC2=NC(=C(C(=C2F)F)F)F)C=C1 (2-(4-benzyloxycarbonylphenoxy)-3,4, 5, 6-tetrafluoropyridine), Example 4, Example 7, [N+](=O)([O-])C1=C(C(=C(C(=C1F)F)O)F)F (4-nitrotetrafluorophenol), C(O)([O-])=O.[K+] (potassium hydrogen carbonate). Solvent: CS(=O)C (dimethyl sulfoxide). Reaction conditions: time 24 hour. Yields the product [N+](=O)([O-])C1=C(C(=C(OC2=C(C(=NC(=C2F)F)OC2=CC=C(C=C2)C(=O)OCC2=CC=CC=C2)F)C(=C1F)F)F)O (4-(4-nitro-3-hydroxy-2,5,6-trifluoro-phenoxy)-2-(4-benzyloxycarbonylphenoxy)-3,5,6-tri-fluoropyridine). Isolated yield 92.0%. Reaction SMILES: [CH2:1]([O:8][C:9]([C:11]1[CH:27]=[CH:26][C:14]([O:15][C:16]2[C:21]([F:22])=[C:20](F)[C:19]([F:24])=[C:18]([F:25])[N:17]=2)=[CH:13][CH:12]=1)=[O:10])[C:2]1[CH:7]=[CH:6][CH:5]=[CH:4][CH:3]=1.[N+:28]([C:31]1[C:36]([F:37])=[C:35]([F:38])[C:34]([OH:39])=[C:33]([F:40])[C:32]=1F)([O-:30])=[O:29].C(=O)([O-])[O-:43].[K+].[K+].C(=O)([O-])O.[K+]>CS(C)=O>[N+:28]([C:31]1[C:36]([F:37])=[C:35]([F:38])[C:34]([O:39][C:20]2[C:19]([F:24])=[C:18]([F:25])[N:17]=[C:16]([O:15][C:14]3[CH:13]=[CH:12][C:11]([C:9]([O:8][CH2:1][C:2]4[CH:7]=[CH:6][CH:5]=[CH:4][CH:3]=4)=[O:10])=[CH:27][CH:26]=3)[C:21]=2[F:22])=[C:33]([F:40])[C:32]=1[OH:43])([O-:30])=[O:29] |f:2.3.4,5.6|. Procedure details: 40 g of 2-(4-benzyloxycarbonylphenoxy)-3,4, 5, 6-tetrafluoropyridine prepared as described in Example 7 (0.106 mol) and 22.4 g of 4-nitrotetrafluorophenol prepared as described in Example 4 (0.106 mol) are dissolved in 400 ml of dimethyl sulfoxide. 30 g of potassium carbonate (0.22 mol) are added in portions to the solution. The mixture is then stirred at room temperature for 24 hours and then heated at 60° C. for 24 hours, and 15 g of potassium hydrogen carbonate (0.15 mol) are then added. The ... Reactants: OC=1C=C(C=CC1)C1CCC(N1CCN1CCOCC1)=O (5-(3-hydroxyphenyl)-1-[2-(4-morpholinyl)ethyl]-2-pyrrolidinone), CN=C=O (methyl isocyanate), C([O-])([O-])=O.[K+].[K+] (potassium carbonate). The product is CNC(OC1=CC(=CC=C1)C1N(C(CC1)=O)CCN1CCOCC1)=O (3-{1-[2-(4-Morpholinyl)ethyl]-5-oxo-2-pyrrolidinyl}phenyl methylcarbamate). Solvent: O1CCCC1 (tetrahydrofuran). The yield is 89.0%. Reaction SMILES: [OH:1][C:2]1[CH:3]=[C:4]([CH:8]2[N:12]([CH2:13][CH2:14][N:15]3[CH2:20][CH2:19][O:18][CH2:17][CH2:16]3)[C:11](=[O:21])[CH2:10][CH2:9]2)[CH:5]=[CH:6][CH:7]=1.[CH3:22][N:23]=[C:24]=[O:25].C(=O)([O-])[O-].[K+].[K+]>O1CCCC1>[CH3:22][NH:23][C:24](=[O:25])[O:1][C:2]1[CH:7]=[CH:6][CH:5]=[C:4]([CH:8]2[CH2:9][CH2:10][C:11](=[O:21])[N:12]2[CH2:13][CH2:14][N:15]2[CH2:16][CH2:17][O:18][CH2:19][CH2:20]2)[CH:3]=1 |f:2.3.4|. Reported procedure: To a solution of 5-(3-hydroxyphenyl)-1-[2-(4-morpholinyl)ethyl]-2-pyrrolidinone (1.1 g) in dry tetrahydrofuran (50 ml) was added methyl isocyanate (0.26 ml) at ambient temperature, with stirring, over ten mins. Milled potassium carbonate was added, and the reaction mixture was stirred for 17 hrs. The mixture was filtered through a pad of celite. The filter cake was washed with ethyl acetate and the combined filtrates were concentrated. The residue was purified by flash column chromatography (sil... Yields the product C(C)OC(\C(=C\C1CCCCC1)\C1=CC=C(C=C1)SC(C)C)=O ((E)-3-Cyclohexyl-2-(4-isopropylsulfanyl-phenyl)-acrylic acid ethyl ester). Reaction conditions: temperature 80 celsius, time 2 hour. The reactants are C(C)(=O)[O-].[K+] (potassium acetate), CC1(OB(OC1(C)C)B1OC(C(O1)(C)C)(C)C)C (4,4,5,5,4′,4′,5′,5′-octamethyl-[2,2′]bi[[1,3,2]dioxaborolanyl]), BrC1=CC=C(C=C1)SC(C)C (1-bromo-4-isopropylsulfanyl-benzene), C(C)OC(/C(=C/C1CCCCC1)/Br)=O ((Z)-2-bromo-3-cyclohexyl-acrylic acid ethyl ester), C([O-])([O-])=O.[Na+].[Na+] (sodium carbonate). As a reaction SMILES: C([O-])(=O)C.[K+].CC1(C)C(C)(C)OB(B2OC(C)(C)C(C)(C)O2)O1.Br[C:25]1[CH:30]=[CH:29][C:28]([S:31][CH:32]([CH3:34])[CH3:33])=[CH:27][CH:26]=1.[CH2:35]([O:37][C:38](=[O:48])/[C:39](/Br)=[CH:40]/[CH:41]1[CH2:46][CH2:45][CH2:44][CH2:43][CH2:42]1)[CH3:36].C(=O)([O-])[O-].[Na+].[Na+]>CN(C=O)C.C1C=CC(P(C2C=CC=CC=2)[C-]2C=CC=C2)=CC=1.C1C=CC(P(C2C=CC=CC=2)[C-]2C=CC=C2)=CC=1.Cl[Pd]Cl.[Fe+2].C(OCC)(=O)C>[CH2:35]([O:37][C:38](=[O:48])/[C:39](/[C:25]1[CH:30]=[CH:29][C:28]([S:31][CH:32]([CH3:34])[CH3:33])=[CH:27][CH:26]=1)=[CH:40]/[CH:41]1[CH2:46][CH2:45][CH2:44][CH2:43][CH2:42]1)[CH3:36] |f:0.1,5.6.7,9.10.11.12|. Run in CN(C)C=O (DMF), C(C)(=O)OCC (ethyl acetate). The reagents and catalysts are C1=CC=C(C=C1)P([C-]2C=CC=C2)C3=CC=CC=C3.C1=CC=C(C=C1)P([C-]2C=CC=C2)C3=CC=CC=C3.Cl[Pd]Cl.[Fe+2] (dichloro[1,1′-bis(diphenylphosphino)ferrocene]palladium), C1=CC=C(C=C1)P([C-]2C=CC=C2)C3=CC=CC=C3.C1=CC=C(C=C1)P([C-]2C=CC=C2)C3=CC=CC=C3.Cl[Pd]Cl.[Fe+2] (dichloro[1,1′-bis(diphenylphosphino)ferrocene]palladium). Reported procedure: Add potassium acetate (2.5 g, 26 mmol), 4,4,5,5,4′,4′,5′,5′-octamethyl-[2,2′]bi[[1,3,2]dioxaborolanyl] (2.42 g, 9.52 mmol) and dichloro[1,1′-bis(diphenylphosphino)ferrocene]palladium (II) dichloromethane adduct (629 mg, 0.86 mmol) to a solution of 1-bromo-4-isopropylsulfanyl-benzene (2.0 g, 8.65 mmol) in 30 mL DMF and stir 2 hour at 80° C. Then add (Z)-2-bromo-3-cyclohexyl-acrylic acid ethyl ester is (4.5 g, 17.3 mmol), dichloro[1,1′-bis(diphenylphosphino)ferrocene]palladium (II) dichloromethane... Reactants: COC(=O)c1nc2c(o1)CN(C)CC2, [Li+], C1CCOC1, [OH-], O. Product: [Li+], CN1CCc2nc(C(=O)[O-])oc2C1. RXN SMILES: [CH3:4][O:5][C:6](=[O:7])[c:8]1[o:9][c:10]2[c:15]([n:16]1)[CH2:14][CH2:13][N:12]([CH3:17])[CH2:11]2.[Li+:2].[O:18]1[CH2:19][CH2:20][CH2:21][CH2:22]1.[OH-:3].[OH2:1]>>[Li+:2].[O:5]=[C:6]([O-:7])[c:8]1[o:9][c:10]2[c:15]([n:16]1)[CH2:14][CH2:13][N:12]([CH3:17])[CH2:11]2. Starting materials: CS(=O)O, COC(=O)c1ccc(OCCCBr)cc1, [Na], CN(C)C=O. Product: COC(=O)c1ccc(OCCCS(C)(=O)=O)cc1. Reaction SMILES: [CH3:17][S:18](=[O:19])[OH:20].[CH3:1][O:2][C:3]([c:4]1[cH:5][cH:6][c:7]([O:10][CH2:11][CH2:12][CH2:13][Br:14])[cH:8][cH:9]1)=[O:15].[Na:16].[O:21]=[CH:22][N:23]([CH3:24])[CH3:25]>>[CH3:1][O:2][C:3]([c:4]1[cH:5][cH:6][c:7]([O:10][CH2:11][CH2:12][CH2:13][S:18]([CH3:17])(=[O:19])=[O:20])[cH:8][cH:9]1)=[O:15]. Starting materials: BrCc1ccccc1, O=C([O-])[O-], [Cs+], [Cs+], CC1(C)OCc2cc(F)cc(O)c2O1, CN(C)C=O, O. Yields the product CC1(C)OCc2cc(F)cc(OCc3ccccc3)c2O1. As a reaction SMILES: [Br:21][CH2:22][c:23]1[cH:24][cH:25][cH:26][cH:27][cH:28]1.[C:15](=[O:16])([O-:17])[O-:18].[Cs+:19].[Cs+:20].[F:1][c:2]1[cH:3][c:4]2[c:5]([c:12]([OH:14])[cH:13]1)[O:6][C:7]([CH3:10])([CH3:11])[O:8][CH2:9]2.[O:30]=[CH:31][N:32]([CH3:33])[CH3:34].[OH2:29]>>[F:1][c:2]1[cH:3][c:4]2[c:5]([c:12]([O:14][CH2:22][c:23]3[cH:24][cH:25][cH:26][cH:27][cH:28]3)[cH:13]1)[O:6][C:7]([CH3:10])([CH3:11])[O:8][CH2:9]2.